This data is from the Open Reaction Database (ORD), a public repository of structured organic reaction records. The task is: describe an organic reaction: reactants, conditions, products, and yield Starting materials: C(C)(C)N(CC)C(C)C (diisopropylethylamine), OC(=O)C(F)(F)F.N1CC(C1)C1=CC2=C(C=3N=C(SC3CCO2)C=2N(N=CN2)C(C)C)C=C1 (8-azetidin-3-yl-2-(2-isopropyl-2H-[1,2,4]triazol-3-yl)-4,5-dihydro-6-oxa-3-thia-1-aza-benzo[e]azulene TFA salt), O1CC1(C)C (1,2-epoxy-2-methylpropane). Solvent: CO (MeOH). Conditions: time 18 hour. Product: C(C)(C)N1N=CN=C1C=1SC=2CCOC3=C(C2N1)C=CC(=C3)C3CN(C3)CC(C)(O)C (1-{3-[2-(2-Isopropyl-2H-[1,2,4]triazol-3-yl)-4,5-dihydro-6-oxa-3-thia-1-aza-benzo[e]azulen-8-yl]-azetidin-1-yl}-2-methyl-propan-2-ol). The yield is 38.1%. RXN SMILES: OC(C(F)(F)F)=O.[NH:8]1[CH2:11][CH:10]([C:12]2[CH:33]=[CH:32][C:15]3[C:16]4[N:17]=[C:18]([C:24]5[N:25]([CH:29]([CH3:31])[CH3:30])[N:26]=[CH:27][N:28]=5)[S:19][C:20]=4[CH2:21][CH2:22][O:23][C:14]=3[CH:13]=2)[CH2:9]1.C(N(C(C)C)CC)(C)C.[O:43]1[C:45]([CH3:47])([CH3:46])[CH2:44]1>CO>[CH:29]([N:25]1[C:24]([C:18]2[S:19][C:20]3[CH2:21][CH2:22][O:23][C:14]4[CH:13]=[C:12]([CH:10]5[CH2:11][N:8]([CH2:44][C:45]([CH3:47])([OH:43])[CH3:46])[CH2:9]5)[CH:33]=[CH:32][C:15]=4[C:16]=3[N:17]=2)=[N:28][CH:27]=[N:26]1)([CH3:31])[CH3:30] |f:0.1|. Procedure details: To a mixture of 8-azetidin-3-yl-2-(2-isopropyl-2H-[1,2,4]triazol-3-yl)-4,5-dihydro-6-oxa-3-thia-1-aza-benzo[e]azulene TFA salt 235 (250 mg, 0.52 mmol) in MeOH (3 mL) was added diisopropylethylamine (110 μL, 0.62 mmol) followed by 1,2-epoxy-2-methylpropane (230 μL, 2.6 mmol) and the reaction mixture was stirred at RT for 18 hours. The reaction mixture was concentrated in vacuo and the residue purified by flash chromatography (SiO2, 0-7.5% MeOH in DCM) to give a solid that was recrystallised from ...